This data is from the Open Reaction Database (ORD), a public repository of structured organic reaction records. The task is: describe an organic reaction: reactants, conditions, products, and yield Starting materials: O=C([O-])[O-], CCN(CC)C(=O)Cl, Cc1cc(Oc2ncc(C(F)(F)F)cc2Cl)n[nH]1, Cl, [K+], [K+], CN(C)C=O. The product is CCN(CC)C(=O)n1nc(Oc2ncc(C(F)(F)F)cc2Cl)cc1C. RXN SMILES: [C:27](=[O:28])([O-:29])[O-:30].[CH2:1]([CH3:2])[N:3]([C:4](=[O:5])[Cl:6])[CH2:7][CH3:8].[Cl:9][c:10]1[c:11]([O:20][c:21]2[n:22][nH:23][c:24]([CH3:26])[cH:25]2)[n:12][cH:13][c:14]([C:16]([F:17])([F:18])[F:19])[cH:15]1.[ClH:33].[K+:31].[K+:32].[O:34]=[CH:35][N:36]([CH3:37])[CH3:38]>>[CH2:1]([CH3:2])[N:3]([C:4](=[O:5])[n:23]1[n:22][c:21]([O:20][c:11]2[c:10]([Cl:9])[cH:15][c:14]([C:16]([F:17])([F:18])[F:19])[cH:13][n:12]2)[cH:25][c:24]1[CH3:26])[CH2:7][CH3:8]. The reactants are N1C=NC=C1 (imidazole), S(=O)(Cl)Cl (thionyl chloride), ClC=1C=CC(=NC1)C(CN1N=CN=C1)(O)C1=NC=C(C=C1)Cl (1,1-bis(5-chloropyrid-2-yl)-2-(1H-1,2,4-triazol-1-yl)ethanol). The solvent is C(C)#N (acetonitrile). Conditions: time 2 hour. The product is Cl (hydrogen chloride), 1.4, Cl.ClC=1C=CC(=NC1)C(CN1N=CN=C1)(C1=NC=C(C=C1)Cl)Cl (1,1-Bis(5-chloropyrid-2-yl)-2-(1H-1,2,4-triazol-1-yl)ethyl chloride hydrochloride). Isolated yield 60.0%. As a reaction SMILES: [Cl:1][C:2]1[CH:3]=[CH:4][C:5]([C:8]([C:16]2[CH:21]=[CH:20][C:19]([Cl:22])=[CH:18][N:17]=2)(O)[CH2:9][N:10]2[CH:14]=[N:13][CH:12]=[N:11]2)=[N:6][CH:7]=1.N1C=CN=C1.S(Cl)([Cl:30])=O>C(#N)C>[ClH:1].[ClH:30].[Cl:1][C:2]1[CH:3]=[CH:4][C:5]([C:8]([Cl:30])([C:16]2[CH:21]=[CH:20][C:19]([Cl:22])=[CH:18][N:17]=2)[CH2:9][N:10]2[CH:14]=[N:13][CH:12]=[N:11]2)=[N:6][CH:7]=1 |f:5.6|. Procedure details: To 2.0 g (5.95 mmoles) of 1,1-bis(5-chloropyrid-2-yl)-2-(1H-1,2,4-triazol-1-yl)ethanol and 2.4 g (35.3 mmoles) of imidazole in 60 ml. of acetonitrile was added with stirring 2.1 g (17.65 mmoles) of thionyl chloride, the reaction mixture stirred for 2 hrs at room temperature and the solvent allowed to evaporate. Dilute sodium bicarbonate solution (30 ml) was added to the residue and the mixture extracted with ethyl acetate (3×50 ml). The combined extracts were dried over magnesium sulfate, concen... Starting materials: C1(=CC=CC=C1)CC(=O)Cl (phenylacetyl chloride), N(=[N+]=[N-])C1CNC1 (3-azidoazetidine), imine, C(C=O)(=O)OCC (ethyl glyoxalate), COC1=CC=C(C=C1)N (p-anisidine). The solvent is ClC(C)Cl (dichloroethane), ClCCCl (1,2-dichloroethane), C(C)N(CC)CC (triethylamine). Product: C(=O)(OCC)C1C(C(N1C1=CC=C(C=C1)OC)=O)C1=CC=CC=C1 (4-carboethoxy-1-(p-methoxyphenyl)-3-phenylazetidin-2-one). As a reaction SMILES: [C:1]([O:5][CH2:6][CH3:7])(=[O:4])[CH:2]=O.[CH3:8][O:9][C:10]1[CH:15]=[CH:14][C:13]([NH2:16])=[CH:12][CH:11]=1.[C:17]1([CH2:23][C:24](Cl)=[O:25])[CH:22]=[CH:21][CH:20]=[CH:19][CH:18]=1.N(C1CNC1)=[N+]=[N-]>ClCCCl.ClC(Cl)C.C(N(CC)CC)C>[C:1]([CH:2]1[N:16]([C:13]2[CH:14]=[CH:15][C:10]([O:9][CH3:8])=[CH:11][CH:12]=2)[C:24](=[O:25])[CH:23]1[C:17]1[CH:22]=[CH:21][CH:20]=[CH:19][CH:18]=1)([O:5][CH2:6][CH3:7])=[O:4]. Reported procedure: To a solution of 17 ml of triethylamine and 5.0 g of the imine formed from ethyl glyoxalate and p-anisidine in 100 ml of refluxing 1,2-dichloroethane was added dropwise over 2 hours a solution of 16 ml of freshly distilled phenylacetyl chloride in 50 ml of dichloroethane. After refluxing for three hours the reaction was worked-up as per the 3-azidoazetidine. The crude residue was chromatographed to yield the cis and trans isomers of 4-carboethoxy-1-(p-methoxyphenyl)-3-phenylazetidin-2-one as oil... Reactants: [Cl-].[NH4+] (ammonium chloride), BrC1=CC(=C(C=C1)C1=CC=NN1C1CCCC1)[N+](=O)[O-] (5-(4-bromo-2-nitrophenyl)-1-cyclopentyl-1H-pyrazole), O1CCCC1 (tetrahydrofuran), C(C)O (ethanol), reduced iron. Solvent: O (water). Run at temperature 70 celsius. Product: BrC=1C=CC(=C(N)C1)C1=CC=NN1C1CCCC1 (5-bromo-2-(1-cyclopentyl-1H-pyrazol-5-yl)aniline). Yield: 91.3%. Reaction SMILES: [Br:1][C:2]1[CH:7]=[CH:6][C:5]([C:8]2[N:12]([CH:13]3[CH2:17][CH2:16][CH2:15][CH2:14]3)[N:11]=[CH:10][CH:9]=2)=[C:4]([N+:18]([O-])=O)[CH:3]=1.O1CCCC1.C(O)C.[Cl-].[NH4+]>O>[Br:1][C:2]1[CH:7]=[CH:6][C:5]([C:8]2[N:12]([CH:13]3[CH2:17][CH2:16][CH2:15][CH2:14]3)[N:11]=[CH:10][CH:9]=2)=[C:4]([CH:3]=1)[NH2:18] |f:3.4|. Procedure details: To a mixture of 980 mg of 5-(4-bromo-2-nitrophenyl)-1-cyclopentyl-1H-pyrazole, 9.8 mL of tetrahydrofuran, 19.6 mL of ethanol, and 2.9 mL of water was added 102 mg of ammonium chloride, followed by heating at 70° C. 1.03 g of reduced iron was added thereto, followed by heating to reflux for 4 hours, and cooling to room temperature. The insoluble material was filtered through celite, the filtrate was concentrated, and a mixture of chloroform/water was added thereto. The aqueous layer was separated... Starting materials: COC(CCC1=CN=C(O1)C=1C=C(C(=O)OC)C=CC1)=O (methyl 3-[5-(3-methoxy-3-oxopropyl)-1,3-oxazol-2-yl]benzoate), O.[OH-].[Li+] (lithium hydroxide monohydrate), Cl (hydrochloric acid), O.[OH-].[Li+] (lithium hydroxide monohydrate). Solvent: O1CCCC1.CO.O (tetrahydrofuran methanol water). Reaction conditions: time 2 hour. Product: C(=O)(O)CCC1=CN=C(O1)C=1C=C(C(=O)O)C=CC1 (3-[5-(2-Carboxyethyl)-1,3-oxazol-2-yl]benzoic acid). RXN SMILES: C[O:2][C:3](=[O:21])[CH2:4][CH2:5][C:6]1[O:10][C:9]([C:11]2[CH:12]=[C:13]([CH:18]=[CH:19][CH:20]=2)[C:14]([O:16]C)=[O:15])=[N:8][CH:7]=1.O.[OH-].[Li+].Cl>O1CCCC1.CO.O>[C:3]([CH2:4][CH2:5][C:6]1[O:10][C:9]([C:11]2[CH:12]=[C:13]([CH:18]=[CH:19][CH:20]=2)[C:14]([OH:16])=[O:15])=[N:8][CH:7]=1)([OH:21])=[O:2] |f:1.2.3,5.6.7|. Reported procedure: To methyl 3-[5-(3-methoxy-3-oxopropyl)-1,3-oxazol-2-yl]benzoate (400 mg, 1.3 mmol) in 2:1:1 tetrahydrofuran/methanol/water (8 mL) is added lithium hydroxide monohydrate (112 mg, 2.7 mmol), and the reaction is stirred 2 h at room temperature. More lithium hydroxide monohydrate (225 mg, 5.4 mmol) is added and the reaction is stirred 16 h at room temperature. The reaction is treated with excess concentrated hydrochloric acid resulting in a precipitate. The precipitate is filtered to give the title ...